Dataset: the Open Reaction Database (ORD), a public repository of structured organic reaction records. Task: describe an organic reaction: reactants, conditions, products, and yield Reactants: C(C)(C)(C)OC(C=C1CCC(CC1)C(=O)OCC)=O (ethyl 4-(2-tert-butoxy-2-oxoethylidene)cyclohexanecarboxylate). Run in CCOC(=O)C (EtOAc). Run at time 18 hour. The product is C(C)(C)(C)OC(CC1CCC(CC1)C(=O)OCC)=O (ethyl 4-(2-tert-butoxy-2-oxoethyl)cyclohexanecarboxylate). Reaction SMILES: [C:1]([O:5][C:6](=[O:19])[CH:7]=[C:8]1[CH2:13][CH2:12][CH:11]([C:14]([O:16][CH2:17][CH3:18])=[O:15])[CH2:10][CH2:9]1)([CH3:4])([CH3:3])[CH3:2]>CCOC(C)=O>[C:1]([O:5][C:6](=[O:19])[CH2:7][CH:8]1[CH2:9][CH2:10][CH:11]([C:14]([O:16][CH2:17][CH3:18])=[O:15])[CH2:12][CH2:13]1)([CH3:3])([CH3:4])[CH3:2]. Procedure: To a 250 mL round-bottom flask was charged ethyl 4-(2-tert-butoxy-2-oxoethylidene)cyclohexanecarboxylate (Int-4a, 5.38 g, 19.90 mmol) followed by EtOAc (100 mL). The flask was flushed with argon and then 5% palladium on carbon was added. The flask was sealed and degassed under vacuum. H2 (g) was added in a balloon and the reaction was allowed to stir 18 hours under hydrogen atmosphere. After 18 hours, the reaction mixture was filtered through celite. The solvent was removed in vacuo and the resu... The reactants are ClC1=C(C=C(C=C1)S(=O)(=O)N(COC)C=1C(=NC=C(C1)Cl)C(C1=C(C=CC=C1)OCC)=O)C(F)(F)F (4-Chloro-N-[5-chloro-2-(2-ethoxy-benzoyl)-pyridin-3-yl]-N-methoxymethyl-3-trifluoromethyl-benzenesulfonamide), Cl (HCl). The solvent is O (water), O1CCOCC1 (dioxane). Product: ClC1=C(C=C(C=C1)S(=O)(=O)NC=1C(=NC=C(C1)Cl)C(C1=C(C=CC=C1)OCC)=O)C(F)(F)F (4-chloro-N-[5-chloro-2-(2-ethoxy-benzoyl)-pyridin-3-yl]-3-trifluoromethyl-benzenesulfonamide). As a reaction SMILES: [Cl:1][C:2]1[CH:7]=[CH:6][C:5]([S:8]([N:11]([C:15]2[C:16]([C:22](=[O:32])[C:23]3[CH:28]=[CH:27][CH:26]=[CH:25][C:24]=3[O:29][CH2:30][CH3:31])=[N:17][CH:18]=[C:19]([Cl:21])[CH:20]=2)COC)(=[O:10])=[O:9])=[CH:4][C:3]=1[C:33]([F:36])([F:35])[F:34].Cl>O1CCOCC1.O>[Cl:1][C:2]1[CH:7]=[CH:6][C:5]([S:8]([NH:11][C:15]2[C:16]([C:22](=[O:32])[C:23]3[CH:28]=[CH:27][CH:26]=[CH:25][C:24]=3[O:29][CH2:30][CH3:31])=[N:17][CH:18]=[C:19]([Cl:21])[CH:20]=2)(=[O:10])=[O:9])=[CH:4][C:3]=1[C:33]([F:34])([F:36])[F:35]. Procedure details: 4-Chloro-N-[5-chloro-2-(2-ethoxy-benzoyl)-pyridin-3-yl]-N-methoxymethyl-3-trifluoromethyl-benzenesulfonamide was hydrolyzed using 4 M HCl in dioxane (12 mL) and water (4 mL) at 100° C. to provide 4-chloro-N-[5-chloro-2-(2-ethoxy-benzoyl)-pyridin-3-yl]-3-trifluoromethyl-benzenesulfonamide. Product was purified by HPLC. MS m/z 519.1 (M+H). Reactants: CC1=C2CCC(C2=CC=C1)=O (4-methyl-1-indanone), O (water), CC(C=C)O (3-buten-2-ol), C1(=CC=C(C=C1)S(=O)(=O)O)C (p-toluenesulfonic acid). Run in COC(C)(C)OC (2,2-dimethoxy-propane). The product is C(C=CC)C1C(C2=CC=CC(=C2C1)C)=O ((RS)-2-(2-buten-1-yl)-4-methyl-1-indanone). Yield: 67.0%. RXN SMILES: [CH3:1][C:2]1[CH:10]=[CH:9][CH:8]=[C:7]2[C:3]=1[CH2:4][CH2:5][C:6]2=[O:11].[CH3:12][CH:13](O)[CH:14]=[CH2:15].C1(C)C=CC(S(O)(=O)=O)=CC=1.O>COC(OC)(C)C>[CH2:12]([CH:5]1[CH2:4][C:3]2[C:7](=[CH:8][CH:9]=[CH:10][C:2]=2[CH3:1])[C:6]1=[O:11])[CH:13]=[CH:14][CH3:15]. Procedure details: A solution of 13.0 g of 4-methyl-1-indanone, 19.2 ml of 3-buten-2-ol and 170 mg of p-toluenesulfonic acid in 170 ml of 2,2-dimethoxy-propane was boiled under reflux for 46 hours on a water separator filled with molecular sieve (0.4 nm, 2 mm pearl shaped). The reaction mixture was subsequently concentrated in a vacuum and purified by column chromatography on silica gel (hexane/diethyl ether 5:1). 12.0 g (67%) of (RS)-2-(2-buten-1-yl)-4-methyl-1-indanone were obtained as a yellow oil.